From a dataset of the Open Reaction Database (ORD), a public repository of structured organic reaction records. describe an organic reaction: reactants, conditions, products, and yield The reactants are CCNC(=O)C1=CC(C)(C)Oc2ccc(C#N)cc21, COc1ccc(P2(=S)SP(=S)(c3ccc(OC)cc3)S2)cc1, c1ccccc1. The product is CCNC(=S)C1=CC(C)(C)Oc2ccc(C#N)cc21. RXN SMILES: [CH2:1]([CH3:2])[NH:3][C:4](=[O:5])[C:6]1=[CH:7][C:8]([CH3:18])([CH3:19])[O:9][c:10]2[c:11]1[cH:12][c:13]([C:16]#[N:17])[cH:14][cH:15]2.[CH3:20][O:21][c:22]1[cH:23][cH:24][c:25]([P:26]2(=[S:29])[S:27][P:28]([c:30]3[cH:31][cH:32][c:33]([O:34][CH3:35])[cH:36][cH:37]3)(=[S:38])[S:39]2)[cH:40][cH:41]1.[cH:42]1[cH:43][cH:44][cH:45][cH:46][cH:47]1>>[CH2:1]([CH3:2])[NH:3][C:4]([C:6]1=[CH:7][C:8]([CH3:18])([CH3:19])[O:9][c:10]2[c:11]1[cH:12][c:13]([C:16]#[N:17])[cH:14][cH:15]2)=[S:29].